From a dataset of the Open Reaction Database (ORD), a public repository of structured organic reaction records. describe an organic reaction: reactants, conditions, products, and yield Starting materials: FC(C1=CC=C(C=C1)CBr)(F)F (4-trifluoromethylphenylmethyl bromide), [C-]#N.[K+] (potassium cyanide). Solvent: C(C)O (ethanol), O (water). Conditions: temperature 80 celsius, time 1.75 hour. The product is FC(C1=CC=C(C=C1)CC#N)(F)F (4-trifluoromethylphenylacetonitrile). Isolated yield 101.3%. Reaction SMILES: [F:1][C:2]([F:12])([F:11])[C:3]1[CH:8]=[CH:7][C:6]([CH2:9]Br)=[CH:5][CH:4]=1.[C-:13]#[N:14].[K+]>C(O)C.O>[F:1][C:2]([F:12])([F:11])[C:3]1[CH:8]=[CH:7][C:6]([CH2:9][C:13]#[N:14])=[CH:5][CH:4]=1 |f:1.2|. Procedure: A stirred solution of 250.0 grams (1.05 moles) of 4-trifluoromethylphenylmethyl bromide in 1000 mL of ethanol was heated to about 80° C., and a solution of 109.0 grams (1.67 moles) of potassium cyanide in about 275 mL of water was added. Upon completion of addition, the reaction mixture was stirred at 80° C. for about 1.75 hours. After this time the reaction mixture was cooled to ambient temperature and extracted with three portions of diethyl ether. The combined extracts were washed with two po...